This data is from the Open Reaction Database (ORD), a public repository of structured organic reaction records. The task is: describe an organic reaction: reactants, conditions, products, and yield The reactants are C(=O)C=1C=CC(=C(C(=O)OCC)C1)O (Ethyl 5-formyl-2-hydroxybenzoate), BrCC(=O)OC(C)(C)C (t-butyl bromoacetate), C([O-])([O-])=O.[K+].[K+] (potassium carbonate). Run in CN(C)C=O (DMF). The product is C(C)(C)(C)OC(COC1=C(C(=O)OCC)C=C(C=C1)C=O)=O (Ethyl 2-[2-(t-butyloxy)-2-oxo-ethoxy]-5-formylbenzoate). The yield is 97.3%. RXN SMILES: [CH:1]([C:3]1[CH:4]=[CH:5][C:6]([OH:14])=[C:7]([CH:13]=1)[C:8]([O:10][CH2:11][CH3:12])=[O:9])=[O:2].Br[CH2:16][C:17]([O:19][C:20]([CH3:23])([CH3:22])[CH3:21])=[O:18].C(=O)([O-])[O-].[K+].[K+]>CN(C=O)C>[C:20]([O:19][C:17](=[O:18])[CH2:16][O:14][C:6]1[CH:5]=[CH:4][C:3]([CH:1]=[O:2])=[CH:13][C:7]=1[C:8]([O:10][CH2:11][CH3:12])=[O:9])([CH3:23])([CH3:22])[CH3:21] |f:2.3.4|. Procedure: Phenol 2c (1.0 g, 5.2 mmol), t-butyl bromoacetate (0.84 mL, 5.2 mmol), and potassium carbonate (0.79 g, 5.7 mmol) were heated at 65° C. in DMF (8 mL) overnight. After solvent removal, the mixture was diluted with EtOAc and extracted with water (3×), then brine. Drying (MgSO4) and removal of solvent gave a clear yellow oil (1.56 g). 1H-NMR(300 MHz, CDCl3): 9.93 (s, 1H), 8.35 (d, 1H, J=2 Hz), 7.99 (dd, 1H, J=9,2 Hz), 6.95 (d, 1H, J=9 Hz), 4.71 (s, 2H), 4.41 (q, 2H, J=7 Hz), 1.48 (t, 3H, J=7 Hz). A... The reactants are [O-]S(=O)S(=O)[O-].[Na+].[Na+] (Na2S2O4), C(C)(C)(C)C=1C(C(=CC(C1)=O)C(C)(C)C)=O (2,6-di-tert-butyl-1,4-benzoquinone), NC=1C=C(C(=O)O)C=CC1 (m-aminobenzoic acid), C1CCOC1 (THF). Reagents/catalysts: C(C)(=O)O (acetic acid). Solvent: O (water), O (water), O (water). Product: C(C)(C)(C)C1=C(C(=CC(=C1)NC1=CC(=CC=C1)C(=O)O)C(C)(C)C)O (2,6-di-tert-butyl-4-(3-carboxyphenylamino)phenol). The yield is 65.5%. As a reaction SMILES: [C:1]([C:5]1[C:6](=[O:16])[C:7]([C:12]([CH3:15])([CH3:14])[CH3:13])=[CH:8][C:9](=O)[CH:10]=1)([CH3:4])([CH3:3])[CH3:2].[NH2:17][C:18]1[CH:19]=[C:20]([CH:24]=[CH:25][CH:26]=1)[C:21]([OH:23])=[O:22].C1COCC1.[O-]S(S([O-])=O)=O.[Na+].[Na+]>C(O)(=O)C.O>[C:1]([C:5]1[CH:10]=[C:9]([NH:17][C:18]2[CH:26]=[CH:25][CH:24]=[C:20]([C:21]([OH:23])=[O:22])[CH:19]=2)[CH:8]=[C:7]([C:12]([CH3:15])([CH3:14])[CH3:13])[C:6]=1[OH:16])([CH3:4])([CH3:3])[CH3:2] |f:3.4.5|. Reported procedure: A mixture of 6.6 g of 2,6-di-tert-butyl-1,4-benzoquinone, 4.2 g of m-aminobenzoic acid and 6 drops of acetic acid was stirred with heating at a temperature of 150°-160° C. for 2 hours and then allowed to cool. To the reaction mixture were added about 50 ml of water and then 200 ml of THF. Further a solution of 50 g of Na2S2O4 in 300 ml of water was also added to the red mixture at room temperature, and the mixture was stirred for about 15 minutes until a decoloration took place. Then the mixture... The solvent is CO (MeOH), CO (MeOH). Yield: 45.5%. The reactants are C(C1=CC=CC=C1)OCC#CC1=CC=C(C=C1)[C@H]1C[C@@]2(COC(N2)=O)CC1 ((5R,7R)-7-(4-(3-(benzyloxy)prop-1-ynyl)phenyl)-3-oxa-1-azaspiro[4.4]nonan-2-one). RXN SMILES: C([O:8][CH2:9][C:10]#[C:11][C:12]1[CH:17]=[CH:16][C:15]([C@@H:18]2[CH2:27][CH2:26][C@@:20]3([NH:24][C:23](=[O:25])[O:22][CH2:21]3)[CH2:19]2)=[CH:14][CH:13]=1)C1C=CC=CC=1>CO.[OH-].[OH-].[Pd+2]>[OH:8][CH2:9][CH2:10][CH2:11][C:12]1[CH:13]=[CH:14][C:15]([C@@H:18]2[CH2:27][CH2:26][C@@:20]3([NH:24][C:23](=[O:25])[O:22][CH2:21]3)[CH2:19]2)=[CH:16][CH:17]=1 |f:2.3.4|. The reagents and catalysts are [OH-].[OH-].[Pd+2] (palladium hydroxide on carbon). Product: OCCCC1=CC=C(C=C1)[C@H]1C[C@@]2(COC(N2)=O)CC1 ((5R,7R)-7-(4-(3-hydroxypropyl)phenyl)-3-oxa-1-azaspiro[4.4]nonan-2-one). Reported procedure: To a suspension of palladium hydroxide on carbon (0.583 g, 0.830 mmol) in MeOH (250 mL) was added a solution of (5R,7R)-7-(4-(3-(benzyloxy)prop-1-ynyl)phenyl)-3-oxa-1-azaspiro[4.4]nonan-2-one (20 g, 41.5 mmol) in MeOH (10 mL). Hydrogen was bubbled through the solution for about 10 minutes and an atmosphere of hydrogen was maintained via balloon. After about 15 hours the reaction mixture was filtered through Celite® and concentrated in vacuo. The crude product was purified by chromatography on si... Reactants: N1=CC(=CC=C1)C=O (pyridine-3-carboxaldehyde), C(CC(=O)OC)(=O)OC(C)(C)C (propanedioic acid, 1,1-dimethylethyl methyl ester), N1CCCCC1 (piperidine), C(C1=CC=CC=C1)(=O)O (benzoic acid). Solvent: C1=CC=CC=C1 (benzene), O (water). Product: COC(C(C(=O)OC(C)(C)C)=CC=1C=NC=CC1)=O (racemic 2-pyridin-3-ylmethylene-malonic acid tert-butyl ester methyl ester). The yield is 48.0%. Reaction SMILES: [N:1]1[CH:6]=[CH:5][CH:4]=[C:3]([CH:7]=O)[CH:2]=1.[C:9]([O:16][C:17]([CH3:20])([CH3:19])[CH3:18])(=[O:15])[CH2:10][C:11]([O:13][CH3:14])=[O:12].N1CCCCC1.C(O)(=O)C1C=CC=CC=1>C1C=CC=CC=1.O>[CH3:14][O:13][C:11](=[O:12])[C:10](=[CH:7][C:3]1[CH:2]=[N:1][CH:6]=[CH:5][CH:4]=1)[C:9]([O:16][C:17]([CH3:19])([CH3:18])[CH3:20])=[O:15]. Reported procedure: A mixture of pyridine-3-carboxaldehyde (2.72 g), propanedioic acid, 1,1-dimethylethyl methyl ester (4.42 g), piperidine (0.173 g) and benzoic acid (0.155 g) in benzene (100 ml) was heated at reflux with removal of water to a Dean-Stark trap for 12 hours. The cooled mixture was washed with bicarbonate solution, concentrated under vacuum and the residue was purified by column chromatography, eluting with ethyl acetate-hexane (3:7) to afford racemic 2-pyridin-3-ylmethylene-malonic acid tert-butyl e... The product is CC(C)(C)OC(=O)N1C[C@H]([C@@H](CC1)C1=CC(N(C(=C1C)C)C)=O)C(=O)O (trans-1-{[(1,1-Dimethylethyl)oxy]carbonyl}-4-(1,5,6-trimethyl-2-oxo-1,2-dihydro-4-pyridinyl)-3-piperidinecarboxylic acid). The reactants are C1CCOC1 (THF), CN1C(C=C(C(=C1C)C)[C@H]1[C@@H](CN(CC1)C(=O)OC(C)(C)C)C(=O)OCC)=O (trans-1-(1,1-dimethylethyl) 3-ethyl 4-(1,5,6-trimethyl-2-oxo-1,2-dihydro-4-pyridinyl)-1,3-piperidinedicarboxylate), [OH-].[Li+] (lithium hydroxide). Reaction conditions: time 18 hour. Solvent: CO (MeOH). RXN SMILES: C1COCC1.[CH3:6][N:7]1[C:12]([CH3:13])=[C:11]([CH3:14])[C:10]([C@@H:15]2[CH2:20][CH2:19][N:18]([C:21]([O:23][C:24]([CH3:27])([CH3:26])[CH3:25])=[O:22])[CH2:17][C@H:16]2[C:28]([O:30]CC)=[O:29])=[CH:9][C:8]1=[O:33].[OH-].[Li+]>CO>[CH3:27][C:24]([O:23][C:21]([N:18]1[CH2:19][CH2:20][C@@H:15]([C:10]2[C:11]([CH3:14])=[C:12]([CH3:13])[N:7]([CH3:6])[C:8](=[O:33])[CH:9]=2)[C@H:16]([C:28]([OH:30])=[O:29])[CH2:17]1)=[O:22])([CH3:25])[CH3:26] |f:2.3|. Procedure: To a 3:2 (v/v) THF:MeOH solution (0.07 M) of trans-1-(1,1-dimethylethyl) 3-ethyl 4-(1,5,6-trimethyl-2-oxo-1,2-dihydro-4-pyridinyl)-1,3-piperidinedicarboxylate (1 eq.) from the previous step was added lithium hydroxide (1 M aq. solution, 3.1 eq.). The resulting cloudy solution was stirred vigorously at RT for 18 h. The volatiles were then removed in vacuo and the residue was partitioned between EtOAc and 10% aq. HCl. The aqueous layer was separated and back-extracted with EtOAc. The combined orga... Isolated yield 90.3%. Reaction conditions: time 2.5 hour. Yields the product NS(=O)(=O)NCCNC=1C(=NON1)C(NC1=CC(=C(C=C1)F)Br)=NO (4-({2-[(Aminosulfonyl)amino]ethyl}amino)-N-(3-bromo-4-fluorophenyl)-N′-hydroxy-1,2,5-oxadiazole-3-carboximidamide). The solvent is COC(C)(C)C (tert-butyl methyl ether), C(Cl)Cl (DCM). Reactants: Cl (HCl), C1=CC=CC=2C3=CC=CC=C3C(C12)COC(NS(=O)(=O)NCCNC1=NON=C1C1=NOC(N1C1=CC(=C(C=C1)F)Br)=O)=O (9H-fluoren-9-ylmethyl({[2-({4-[4-(3-bromo-4-fluorophenyl)-5-oxo-4,5-dihydro-1,2,4-oxadiazol-3-yl]-1,2,5-oxadiazol-3-yl}amino)ethyl]amino}sulfonyl)carbamate), C1CCOC1 (THF), Cl (HCl), NCCN(CCN)CCN (N,N-bis(2-aminoethyl)ethane-1,2-diamine). Procedure details: Into a 1 L 4-neck round bottom flask was charged 9H-fluoren-9-ylmethyl({[2-({4-[4-(3-bromo-4-fluorophenyl)-5-oxo-4,5-dihydro-1,2,4-oxadiazol-3-yl]-1,2,5-oxadiazol-3-yl}amino)ethyl]amino}sulfonyl)carbamate (25.0 g, 36.4 mmol) and anhydrous THF (250 mL) at ambient temperature to produce a homogeneous solution. The solution was then cooled to 0-5° C. in an ice bath before N,N-bis(2-aminoethyl)ethane-1,2-diamine (114 mL, 728 mmol) was added dropwise over 35 minutes via an addition funnel. The additi... RXN SMILES: C1C2C(COC(=O)[NH:17][S:18]([NH:21][CH2:22][CH2:23][NH:24][C:25]3[C:29]([C:30]4[N:34]([C:35]5[CH:40]=[CH:39][C:38]([F:41])=[C:37]([Br:42])[CH:36]=5)C(=O)[O:32][N:31]=4)=[N:28][O:27][N:26]=3)(=[O:20])=[O:19])C3C(=CC=CC=3)C=2C=CC=1.C1COCC1.NCCN(CCN)CCN.Cl>COC(C)(C)C.C(Cl)Cl>[NH2:17][S:18]([NH:21][CH2:22][CH2:23][NH:24][C:25]1[C:29]([C:30](=[N:31][OH:32])[NH:34][C:35]2[CH:40]=[CH:39][C:38]([F:41])=[C:37]([Br:42])[CH:36]=2)=[N:28][O:27][N:26]=1)(=[O:19])=[O:20].